Dataset: the Open Reaction Database (ORD), a public repository of structured organic reaction records. Task: describe an organic reaction: reactants, conditions, products, and yield Reactants: O=C([O-])O, CCOC(=O)C(C)(C)NC(=O)c1nnc2ccc(Cl)nn12, CCN(C(C)C)C(C)C, CN(C)C=O, [Na+], NCCCN1CCC(OC(c2ccccc2)c2ccccc2)CC1. Yields the product CCOC(=O)C(C)(C)NC(=O)c1nnc2ccc(NCCCN3CCC(OC(c4ccccc4)c4ccccc4)CC3)nn12. RXN SMILES: [C:55](=[O:56])([OH:57])[O-:58].[CH2:25]([CH3:26])[O:27][C:28]([C:29]([NH:30][C:31](=[O:32])[c:33]1[n:34][n:35][c:36]2[n:37]1[n:38][c:39]([Cl:42])[cH:40][cH:41]2)([CH3:43])[CH3:44])=[O:45].[CH2:46]([N:47]([CH:48]([CH3:49])[CH3:50])[CH:51]([CH3:52])[CH3:53])[CH3:54].[CH3:60][N:61]([CH3:62])[CH:63]=[O:64].[Na+:59].[c:1]1([CH:7]([O:8][CH:9]2[CH2:10][CH2:11][N:12]([CH2:15][CH2:16][CH2:17][NH2:18])[CH2:13][CH2:14]2)[c:19]2[cH:20][cH:21][cH:22][cH:23][cH:24]2)[cH:2][cH:3][cH:4][cH:5][cH:6]1>>[c:1]1([CH:7]([O:8][CH:9]2[CH2:10][CH2:11][N:12]([CH2:15][CH2:16][CH2:17][NH:18][c:39]3[n:38][n:37]4[c:33]([C:31]([NH:30][C:29]([C:28]([O:27][CH2:25][CH3:26])=[O:45])([CH3:43])[CH3:44])=[O:32])[n:34][n:35][c:36]4[cH:41][cH:40]3)[CH2:13][CH2:14]2)[c:19]2[cH:20][cH:21][cH:22][cH:23][cH:24]2)[cH:2][cH:3][cH:4][cH:5][cH:6]1.